Dataset: the Open Reaction Database (ORD), a public repository of structured organic reaction records. Task: describe an organic reaction: reactants, conditions, products, and yield The reactants are N1(CCOCC1)S(=O)(=O)Cl (morpholine-N-sulfonyl chloride), C1NC(CC2=CC=CC=C12)C(=O)OC (methyl 1,2,3,4-tetrahydroisoquinoline-3-carboxylate), C(C)N1CCOCC1 (N-ethylmorpholine), C(CC(O)(C(=O)O)CC(=O)O)(=O)O (citric acid), C(=O)(O)[O-].[Na+] (NaHCO3). Solvent: C(Cl)(Cl)Cl (CHCl3), C1CCOC1 (THF), O (water). Yields the product O1CCN(CC1)S(=O)(=O)N1CC2=CC=CC=C2CC1C(=O)OC (Methyl 2-(morpholinosulfonyl)-1,2,3,4-tetrahydroisoquinoline-3-carboxylate). As a reaction SMILES: [N:1]1([S:7](Cl)(=[O:9])=[O:8])[CH2:6][CH2:5][O:4][CH2:3][CH2:2]1.[CH2:11]1[C:20]2[C:15](=[CH:16][CH:17]=[CH:18][CH:19]=2)[CH2:14][CH:13]([C:21]([O:23][CH3:24])=[O:22])[NH:12]1.C(N1CCOCC1)C.C(O)(=O)CC(CC(O)=O)(C(O)=O)O.C([O-])(O)=O.[Na+]>C1COCC1.O.C(Cl)(Cl)Cl>[O:4]1[CH2:5][CH2:6][N:1]([S:7]([N:12]2[CH:13]([C:21]([O:23][CH3:24])=[O:22])[CH2:14][C:15]3[C:20](=[CH:19][CH:18]=[CH:17][CH:16]=3)[CH2:11]2)(=[O:9])=[O:8])[CH2:2][CH2:3]1 |f:4.5|. Reported procedure: With stirring, 4.2 g (0.025 mol) of morpholine-N-sulfonyl chloride in 20 ml of THF are added dropwise to a solution of 4.8 g (0.025 mol) of methyl 1,2,3,4-tetrahydroisoquinoline-3-carboxylate and 2.9 g (0.025 mol) of N-ethylmorpholine. The mixture is stirred at RT for 2 h and then heated under reflux for another 2 h so that the reaction goes to completion. CHCl3 is added to the reaction solution, which is then treated with 5% strength citric acid, 5% strength NaHCO3 solution and water. The organ... Reactants: C(C)OC(=O)C1OC2=CC=CC(=C2CC1=O)Br (2-ethoxycarbonyl-5-bromo-3-chromanone), FC(C(=O)O)(F)F (trifluoroacetic acid). Run in O (water), CO (methanol), Cl (hydrochloric acid). Run at time 18 hour. Product: BrC1=C2CC(COC2=CC=C1)=O (5-Bromo-3-chromanone). The yield is 52.9%. Reaction SMILES: C(OC([CH:6]1[C:15](=[O:16])[CH2:14][C:13]2[C:8](=[CH:9][CH:10]=[CH:11][C:12]=2[Br:17])[O:7]1)=O)C.FC(F)(F)C(O)=O>CO.Cl.O>[Br:17][C:12]1[CH:11]=[CH:10][CH:9]=[C:8]2[C:13]=1[CH2:14][C:15](=[O:16])[CH2:6][O:7]2. Procedure: A suspension of 2-ethoxycarbonyl-5-bromo-3-chromanone (300 mg, 1 mMol) in methanol (5 mL) and 10% hydrochloric acid (3 mL) was heated at reflux for 2 hours. All of the solid had not dissolved; therefore, trifluoroacetic acid (1 mL) was added, and heating was continued for 18 hours. The reaction mixture was diluted with water and extracted well with diethyl ether. The ether phases were combined, dried over sodium sulfate, and concentrated in vacuo to give a yellow glass. Purification by flash chr... The reactants are C(C)(=O)O (Acetic acid), C(C)O (ethanol), N1=C(C=CC=C1)CNC(C1=CC(=C(C=C1)NC(C)=O)NCC1=CC=C(C=C1)OCC1=CC=CC=C1)=O (N-(2-pyridylmethyl)-4-acetylamino-3-(4-benzyloxybenzylamino)benzamide), C(C)(=O)OCC (ethyl acetate). Run in CCOCC (ether). Run at temperature 90 celsius, time 7 hour. Product: C(C1=CC=CC=C1)OC1=CC=C(CN2C(=NC3=C2C=C(C=C3)C(NCC3=NC=CC=C3)=O)C)C=C1 (1-(4-benzyloxybenzyl)-2-methyl-6-[(2-pyridylmethyl)carbamoyl]benzimidazole). Isolated yield 89.8%. Reaction SMILES: C(O)(=O)C.C(O)C.[N:8]1[CH:13]=[CH:12][CH:11]=[CH:10][C:9]=1[CH2:14][NH:15][C:16](=[O:43])[C:17]1[CH:22]=[CH:21][C:20]([NH:23][C:24](=O)[CH3:25])=[C:19]([NH:27][CH2:28][C:29]2[CH:34]=[CH:33][C:32]([O:35][CH2:36][C:37]3[CH:42]=[CH:41][CH:40]=[CH:39][CH:38]=3)=[CH:31][CH:30]=2)[CH:18]=1.C(OCC)(=O)C>CCOCC>[CH2:36]([O:35][C:32]1[CH:33]=[CH:34][C:29]([CH2:28][N:27]2[C:19]3[CH:18]=[C:17]([C:16](=[O:43])[NH:15][CH2:14][C:9]4[CH:10]=[CH:11][CH:12]=[CH:13][N:8]=4)[CH:22]=[CH:21][C:20]=3[N:23]=[C:24]2[CH3:25])=[CH:30][CH:31]=1)[C:37]1[CH:42]=[CH:41][CH:40]=[CH:39][CH:38]=1. Procedure: Acetic acid (4 ml) and ethanol (8 ml) are added to an N-(2-pyridylmethyl)-4-acetylamino-3-(4-benzyloxybenzylamino)benzamide (0.434 g) and the solution is stirred for seven hours at 90° C. Residue is obtained by reduced pressure condensation. By adding ethyl acetate and ether to the residue, crystallization is performed. The crystals are separated through filtration, dried and thus, 1-(4-benzyloxybenzyl)-2-methyl-6-[(2-pyridylmethyl)carbamoyl]benzimidazole (0.375 g) is obtained. 1H-NMR (DMSO-d6, ... Starting materials: C(C)OC(OCC)[SiH3] (diethoxymethylsilane), ClC1=CC=NC=C1 (4-chloropyridine), C(C=C)NCC=C (diallylamine). The reagents and catalysts are [H+].[H+].Cl[Pt-2](Cl)(Cl)(Cl)(Cl)Cl (chloroplatinic acid). Yields the product C(C=C)N(C1=CC=NC=C1)CC=C (4-Diallylaminopyridine), C(C)OC(OCC)[SiH2]CCCN(C1=CC=NC=C1)CCC[SiH2]C(OCC)OCC (4-bis(3'-diethoxymethylsilylpropyl)aminopyridine). As a reaction SMILES: Cl[C:2]1[CH:7]=[CH:6][N:5]=[CH:4][CH:3]=1.[CH2:8]([NH:11][CH2:12][CH:13]=[CH2:14])[CH:9]=[CH2:10].[CH2:15]([O:17][CH:18]([SiH3:22])[O:19][CH2:20][CH3:21])[CH3:16]>[H+].[H+].Cl[Pt-2](Cl)(Cl)(Cl)(Cl)Cl>[CH2:8]([N:11]([CH2:12][CH:13]=[CH2:14])[C:2]1[CH:7]=[CH:6][N:5]=[CH:4][CH:3]=1)[CH:9]=[CH2:10].[CH2:15]([O:17][CH:18]([SiH2:22][CH2:10][CH2:9][CH2:8][N:11]([CH2:12][CH2:13][CH2:14][SiH2:22][CH:18]([O:19][CH2:20][CH3:21])[O:17][CH2:15][CH3:16])[C:2]1[CH:7]=[CH:6][N:5]=[CH:4][CH:3]=1)[O:19][CH2:20][CH3:21])[CH3:16] |f:3.4.5|. Reported procedure: 4-Diallylaminopyridine was prepared by the condensation of 4-chloropyridine with diallylamine, as described by Mathias and Cei (Macromolecules, 1987, 20, 2645). This product was hydrosilylated with diethoxymethylsilane in the presence of chloroplatinic acid, as described by Rubinsztajn, et al, (Macromolecules, 1990, 23, 4026) to yield 4-bis(3'-diethoxymethylsilylpropyl)aminopyridine. Finally, following a procedure similar to that described by Tundo and Venturello (J. Amer. Chem. Soc., 1979, 101,...